The task is: describe an organic reaction: reactants, conditions, products, and yield. This data is from the Open Reaction Database (ORD), a public repository of structured organic reaction records. Reactants: N1(C=CC=C1)C=1C=C(C=C(C(=O)OC)C1)C(=O)OC (dimethyl 5-(pyrrol-1-yl)isophthalate), [OH-].[K+] (potassium hydroxide). Solvent: CO (methanol). Run at temperature 68 celsius, time 62 hour. The product is COC(=O)C=1C=C(C(=O)O)C=C(C1)N1C=CC=C1 (3-methoxycarbonyl-5-(pyrrol-1-yl)benzoic acid). Isolated yield 71.0%. As a reaction SMILES: [N:1]1([C:6]2[CH:7]=[C:8]([C:16]([O:18][CH3:19])=[O:17])[CH:9]=[C:10]([CH:15]=2)[C:11]([O:13]C)=[O:12])[CH:5]=[CH:4][CH:3]=[CH:2]1.[OH-].[K+]>CO>[CH3:19][O:18][C:16]([C:8]1[CH:9]=[C:10]([CH:15]=[C:6]([N:1]2[CH:5]=[CH:4][CH:3]=[CH:2]2)[CH:7]=1)[C:11]([OH:13])=[O:12])=[O:17] |f:1.2|. Procedure details: A mixture of dimethyl 5-(pyrrol-1-yl)isophthalate (80.0 g) and potassium hydroxide (20.2 g) in methanol (3.1 l) was stirred for 62 hours at 68° C. After being cooled to room temperature, the solvent was evaporated in vacuo. The residue was dissolved in water and the solution was washed with ethyl acetate. The aqueous layer was acidified with hydrochloric acid (25.5 ml) and extracted with ethyl acetate. The organic layer was washed with brine and dried over magnesium sulfate. The solvent was evap... Reactants: ClC1=CC=C2C=CN=CC2=C1[N+](=O)[O-] (7-chloro-8-nitroisoquinoline), [OH-].[NH4+] (ammonium hydroxide), C(C)(=O)O (acetic acid), C(C)O (ethanol). The reagents and catalysts are [Zn] (zinc). Run in O (water). The product is NC=1C(=CC=C2C=CN=CC12)Cl (8-amino-7-chloroisoquinoline). RXN SMILES: [Cl:1][C:2]1[C:11]([N+:12]([O-])=O)=[C:10]2[C:5]([CH:6]=[CH:7][N:8]=[CH:9]2)=[CH:4][CH:3]=1.C(O)(=O)C.C(O)C.[OH-].[NH4+]>[Zn].O>[NH2:12][C:11]1[C:2]([Cl:1])=[CH:3][CH:4]=[C:5]2[C:10]=1[CH:9]=[N:8][CH:7]=[CH:6]2 |f:3.4|. Reported procedure: A mixture of 9.5 g. of 7-chloro-8-nitroisoquinoline, and 14.4 g. of zinc and 48 ml. of acetic acid in 450 ml. of ethanol and 70 ml. of water is heated on a steam bath for five minutes. The reaction mixture is cooled, made alkaline with aqueous ammonium hydroxide and extracted with ethyl acetate. The ethyl acetate is removed from the extract in vacuo to give, as the residue, 8-amino-7-chloroisoquinoline. The reactants are N[C@@H]1[C@@H](CCCC1)NC1=NC=C(C(=N1)NC1=CC=C(C=C1)C1=CC=NO1)C(=O)N (2-((1R,2S)-2-aminocyclohexylamino)-4-(4-(isoxazol-5-yl)phenylamino)pyrimidine-5-carboxamide), N1(N=CN=C1)C=1C=C(N)C=CC1 (3-(1H-1,2,4-triazol-1-yl)aniline). Yields the product N1(N=CN=C1)C=1C=C(C=CC1)NC1=NC(=NC=C1C(=O)N)N[C@H]1[C@H](CCCC1)N (4-(3-(1H-1,2,4-triazol-1-yl)phenylamino)-2-((1R,2S)-2-aminocyclohexylamino) pyrimidine 5-carboxamide). As a reaction SMILES: [NH2:1][C@H:2]1[CH2:7][CH2:6][CH2:5][CH2:4][C@H:3]1[NH:8][C:9]1[N:14]=[C:13]([NH:15][C:16]2[CH:21]=[CH:20][C:19](C3ON=CC=3)=[CH:18][CH:17]=2)[C:12]([C:27]([NH2:29])=[O:28])=[CH:11][N:10]=1.[N:30]1(C2C=C(C=CC=2)N)[CH:34]=[N:33][CH:32]=[N:31]1>>[N:30]1([C:18]2[CH:17]=[C:16]([NH:15][C:13]3[C:12]([C:27]([NH2:29])=[O:28])=[CH:11][N:10]=[C:9]([NH:8][C@@H:3]4[CH2:4][CH2:5][CH2:6][CH2:7][C@@H:2]4[NH2:1])[N:14]=3)[CH:21]=[CH:20][CH:19]=2)[CH:34]=[N:33][CH:32]=[N:31]1. Reported procedure: This compound was synthesised using the synthetic scheme described for the synthesis of compound 122, and using 3-(1H-1,2,4-triazol-1-yl)aniline in step 1.MS: 394.2 (M+H). Reactants: N1N=C(N=C1)C(=O)[O-] (1,2,4-Triazole-3-carboxylate), C(C)O (ethanol), Cl (HCl). Conditions: time 3 day. Product: Cl.N1N=C(N=C1)C(=O)OCC (Ethyl 1,2,4-triazole-3-carboxylate hydrochloride). Isolated yield 48.0%. As a reaction SMILES: [NH:1]1[CH:5]=[N:4][C:3]([C:6]([O-:8])=[O:7])=[N:2]1.[ClH:9].[CH2:10](O)[CH3:11]>>[ClH:9].[NH:1]1[CH:5]=[N:4][C:3]([C:6]([O:8][CH2:10][CH3:11])=[O:7])=[N:2]1 |f:3.4|. Procedure: 1,2,4-Triazole-3-carboxylate (16 g) [G. I. Chipen and V. Ya. Grinshtein, Chem. Heterocyclic Compd. (U.S.S.R), 1,420 (1965)] dissolved in ethanol (400 ml) was saturated with HCl gas. Ice-bath cooling was applied to avoid overheating during saturation and the reaction was left stirring for three days. The product which had precipitated out was filtered off and washed with cold ethanol and then diethyl ether before being dried under vacuum giving 12 g of the product, 48% yield. νmax (Nujol Mull) 17... Reactants: C1(=CCCC1)C=1C=CC(=C(C1)NC(N(CCC)C)=O)[N+](=O)[O-] (3-(5-(cyclopent-1-en-1-yl)-2-nitrophenyl)-1-methyl-1-propylurea), C(=O)[O-].[NH4+] (HCOONH4). The reagents and catalysts are [Zn] (Zn). Solvent: CO (MeOH). Reaction conditions: time 2 hour. Yields the product NC1=C(C=C(C=C1)C1=CCCC1)NC(N(CCC)C)=O (3-(2-amino-5-(cyclopent-1-en-1-yl)phenyl)-1-methyl-1-propylurea). Isolated yield 78.4%. As a reaction SMILES: [C:1]1([C:6]2[CH:7]=[CH:8][C:9]([N+:20]([O-])=O)=[C:10]([NH:12][C:13](=[O:19])[N:14]([CH3:18])[CH2:15][CH2:16][CH3:17])[CH:11]=2)[CH2:5][CH2:4][CH2:3][CH:2]=1.C([O-])=O.[NH4+]>CO.[Zn]>[NH2:20][C:9]1[CH:8]=[CH:7][C:6]([C:1]2[CH2:5][CH2:4][CH2:3][CH:2]=2)=[CH:11][C:10]=1[NH:12][C:13](=[O:19])[N:14]([CH3:18])[CH2:15][CH2:16][CH3:17] |f:1.2|. Reported procedure: To a stirred solution 3-(5-(cyclopent-1-en-1-yl)-2-nitrophenyl)-1-methyl-1-propylurea (0.17 g, 0.56 mmol, 1.0 equiv.) in MeOH were added Zn (0.18 g, 2.80 mmol, 5.0 equiv.) and HCOONH4 (0.28 d, 4.48 mmol, 8.0 equiv.) at room temperature. The reaction was stirred for 2 h then filtered through celite. The organic layer was concentrated and the crude residue was purified by column chromatography (silica gel, 5% MeOH/CH2Cl2) to afford 3-(2-amino-5-(cyclopent-1-en-1-yl)phenyl)-1-methyl-1-propylurea (0...